Dataset: the Open Reaction Database (ORD), a public repository of structured organic reaction records. Task: describe an organic reaction: reactants, conditions, products, and yield Starting materials: O (Water), CS(=O)(=O)OCCNC1=NON=C1C1=NOC(N1CC=1OC=C(C1)Br)=O (2-[(4-{4-[(4-Bromo-2-furyl)methyl]-5-oxo-4,5-dihydro-1,2,4-oxadiazol-3-yl}-1,2,5-oxadiazol-3-yl)amino]ethyl methanesulfonate), bromo, [N-]=[N+]=[N-].[Na+] (Sodium azide). The solvent is CN(C=O)C (dimethylformamide). Reaction conditions: time 2 hour. Yields the product N(=[N+]=[N-])CCNC=1C(=NON1)C1=NOC(N1CC=1OC=C(C1)Br)=O (3-{4-[(2-Azidoethyl)amino]-1,2,5-oxadiazol-3-yl}-4-[(4-bromo-2-furyl)methyl]-1,2,4-oxadiazol-5(4H)-one). The yield is 96.0%. Reaction SMILES: CS(O[CH2:6][CH2:7][NH:8][C:9]1[C:13]([C:14]2[N:18]([CH2:19][C:20]3[O:21][CH:22]=[C:23]([Br:25])[CH:24]=3)[C:17](=[O:26])[O:16][N:15]=2)=[N:12][O:11][N:10]=1)(=O)=O.[N-:27]=[N+:28]=[N-:29].[Na+].O>CN(C)C=O>[N:27]([CH2:6][CH2:7][NH:8][C:9]1[C:13]([C:14]2[N:18]([CH2:19][C:20]3[O:21][CH:22]=[C:23]([Br:25])[CH:24]=3)[C:17](=[O:26])[O:16][N:15]=2)=[N:12][O:11][N:10]=1)=[N+:28]=[N-:29] |f:1.2|. Procedure details: 2-[(4-{4-[(4-Bromo-2-furyl)methyl]-5-oxo-4,5-dihydro-1,2,4-oxadiazol-3-yl}-1,2,5-oxadiazol-3-yl)amino]ethyl methanesulfonate (9.1 g, 20 mmol, containing also some of the corresponding bromo-compound) was dissolved in dimethylformamide (90 mL). Sodium azide (1.97 g, 30.3 mmol) was added in one portion and after 5 minutes, the temperature was brought to 65° C. The reaction stirred for 2 hours and was allowed to cool back to room temperature. Water (200 mL) was added to quench the reaction. The pro...